Dataset: the Open Reaction Database (ORD), a public repository of structured organic reaction records. Task: describe an organic reaction: reactants, conditions, products, and yield The reactants are C(C)(C)NC(C)C.[Li] (lithium diisopropylamine), [N+](=O)([O-])C1=CC=C2CCCC(C2=C1)=O (7-nitro 1-tetralone), C1CCOC1 (THF), CI (methyl iodide). Reaction conditions: temperature -78 celsius, time 15 minute. Product: CC1(C(C2=CC(=CC=C2CC1)[N+](=O)[O-])=O)C (2,2-dimethyl-7-nitro-3,4-dihydro-1(2H)-naphthalenone). RXN SMILES: [N+:1]([C:4]1[CH:13]=C2C(CCCC2=O)=[CH:6][CH:5]=1)([O-:3])=[O:2].C(N[CH:19]([CH3:21])[CH3:20])(C)C.[Li].[CH3:23]I.[CH2:25]1[CH2:29][O:28][CH2:27][CH2:26]1>>[CH3:20][C:19]1([CH3:21])[CH2:23][CH2:29][C:25]2[C:26](=[CH:13][C:4]([N+:1]([O-:3])=[O:2])=[CH:5][CH:6]=2)[C:27]1=[O:28] |f:1.2,^1:21|. Reported procedure: A mixture of 7-nitro 1-tetralone (1.91 g, 10 mmol) in 15 mL of THF was cooled to −78° C., treated dropwise with 2M lithium diisopropylamine (15 mL, 30 mmol), stirred at −78° C. for 15 minutes, treated with methyl iodide (3.11 mL, 50 mmol), stirred at −78° C. for 10 minutes, warmed to room temperature, and stirred overnight. The mixture was quenched with 10% ammonium chloride and treated with ethyl acetate. The organic phase was washed with brine, dried (Na2SO4), filtered, and concentrated under ...